This data is from the Open Reaction Database (ORD), a public repository of structured organic reaction records. The task is: describe an organic reaction: reactants, conditions, products, and yield Starting materials: C(C1=CC=CC=C1)N(C)C1=NC=NC2=C1N=C(N=C2N2CCOCC2)N2CCC(CC2)N2CCCCC2 (8-(N-benzyl-N-methyl-amino)-2-[4-(piperidino)-piperidin-1-yl]-4-morpholino-pyrimido [5,4-d]pyrimidine), ClC=1N=C(C2=C(N1)C(=NC=N2)N(C)CC2=CC=CC=C2)N2CCOCC2 (2-chloro-8-(N-benzyl-N-methyl-amino)-4-morpholino-pyrimido[5,4-d]pyrimidine). Product: N1(CCCCC1)C1CCNCC1 (4-piperidino-piperidine). Yield: 54.0%. As a reaction SMILES: C(N(C1C2N=C([N:26]3[CH2:31][CH2:30][CH:29]([N:32]4[CH2:37][CH2:36][CH2:35][CH2:34][CH2:33]4)[CH2:28][CH2:27]3)N=C(N3CCOCC3)C=2N=CN=1)C)C1C=CC=CC=1.ClC1N=C(N2CCOCC2)C2N=CN=C(N(CC3C=CC=CC=3)C)C=2N=1>>[N:32]1([CH:29]2[CH2:30][CH2:31][NH:26][CH2:27][CH2:28]2)[CH2:37][CH2:36][CH2:35][CH2:34][CH2:33]1. Reported procedure: 8-(N-benzyl-N-methyl-amino)-2-[4-(piperidino)-piperidin-1-yl]-4-morpholino-pyrimido [5,4-d]pyrimidine From 2-chloro-8-(N-benzyl-N-methyl-amino)-4-morpholino-pyrimido[5,4-d]pyrimidine and 4-piperidino-piperidine Yield: 54% of theory, Melting point: 106° C. C28H38N8O (502.67) The reactants are ClC1=CC=C2C3(C(NC2=C1)=O)C(CC(CC3C(=C)C)=O)C3=CC(=CC=C3)Cl (rac-(1R,2S,6R)-6′-chloro-2-(3-chlorophenyl)-6-iso-propenylspiro[cyclohexane-1,3′-[3H]indole]-2′,4(1′H)-dione), [N-]=[N+]=[N-].[Na+] (NaN3). Reagents/catalysts: Cl[Ti](Cl)(Cl)Cl (TiCl4). Run in C(C)#N (acetonitrile). Yields the product ClC1=CC=C2[C@]3(C(NC2=C1)=O)[C@@H](CNC(C[C@@H]3C3=CC(=CC=C3)Cl)=O)C(=C)C ((3S,4R,5R)-6′-chloro-5-(3-chlorophenyl)-1,1′,2,2′,3,5,6,7-octahydro-3-(1-methylethenyl)-spiro[4H-azepine-4,3′-[3H]-indole]-2′,7-dione). Isolated yield 20.8%. Reaction SMILES: [Cl:1][C:2]1[CH:10]=[C:9]2[C:5]([C:6]3([CH:16]([C:17]([CH3:19])=[CH2:18])[CH2:15][C:14](=[O:20])[CH2:13][CH:12]3[C:21]3[CH:26]=[CH:25][CH:24]=[C:23]([Cl:27])[CH:22]=3)[C:7](=[O:11])[NH:8]2)=[CH:4][CH:3]=1.[N-:28]=[N+]=[N-].[Na+]>C(#N)C.Cl[Ti](Cl)(Cl)Cl>[Cl:1][C:2]1[CH:10]=[C:9]2[C:5]([C@:6]3([C@@H:12]([C:21]4[CH:26]=[CH:25][CH:24]=[C:23]([Cl:27])[CH:22]=4)[CH2:13][C:14](=[O:20])[NH:28][CH2:15][C@H:16]3[C:17]([CH3:19])=[CH2:18])[C:7](=[O:11])[NH:8]2)=[CH:4][CH:3]=1 |f:1.2|. Reported procedure: In a manner similar to the method described in example 2 (method A), rac-(1R,2S,6R)-6′-chloro-2-(3-chlorophenyl)-6-iso-propenylspiro[cyclohexane-1,3′-[3H]indole]-2′,4(1′H)-dione (120 mg, 0.3 mmol) was reacted with NaN3 (39 mg, 0.6 mmole) in the presence of TiCl4 (1.0 M in CH2Cl2, 0.3 mL) (Aldrich) in acetonitrile (10 mL) followed by chiral chromatography separation to give (3S,4R,5R)-6′-chloro-5-(3-chlorophenyl)-1,1′,2,2′,3,5,6,7-octahydro-3-(1-methylethenyl)-spiro[4H-azepine-4,3′-[3H]-indole]-2... The reactants are O=C(OCc1ccccc1)C1CCCN1, CN(C)C=O, CCN(C(C)C)C(C)C, Cl, O=C(O)C1(O)c2ccccc2-c2ccccc21. Product: O=C(OCc1ccccc1)C1CCCN1C(=O)C1(O)c2ccccc2-c2ccccc21. Reaction SMILES: [CH2:19]([c:20]1[cH:21][cH:22][cH:23][cH:24][cH:25]1)[O:26][C:27]([CH:28]1[NH:29][CH2:30][CH2:31][CH2:32]1)=[O:33].[CH3:43][N:44]([CH3:45])[CH:46]=[O:47].[CH:34]([N:35]([CH2:36][CH3:37])[CH:38]([CH3:39])[CH3:40])([CH3:41])[CH3:42].[ClH:18].[OH:1][C:2]1([C:15](=[O:16])[OH:17])[c:3]2[cH:4][cH:5][cH:6][cH:7][c:8]2-[c:9]2[cH:10][cH:11][cH:12][cH:13][c:14]21>>[OH:1][C:2]1([C:15](=[O:16])[N:29]2[CH:28]([C:27]([O:26][CH2:19][c:20]3[cH:21][cH:22][cH:23][cH:24][cH:25]3)=[O:33])[CH2:32][CH2:31][CH2:30]2)[c:3]2[cH:4][cH:5][cH:6][cH:7][c:8]2-[c:9]2[cH:10][cH:11][cH:12][cH:13][c:14]21. Starting materials: FC1=CC=C(CC2CCN(CC2)CC(=O)NCC(C2=CC3=C(NC(S3)=O)C=C2)=O)C=C1 (2-[4-(4-fluorobenzyl)piperidin-1-yl]-N-[2-oxo-2-(2-oxo-2,3-dihydrobenzothiazol-6-yl)ethyl]acetamide), COC1=CC=C(C=C1)P1(SP(S1)(C1=CC=C(C=C1)OC)=S)=S (2,4-bis(4-methoxyphenyl)-1,3-dithia-2,4-diphosphetane-2,4-disulfide), COC=1C=CC(=CC1)P2(=S)SP(=S)(S2)C=3C=CC(=CC3)OC (Lawesson's reagent), EtOAc Heptanes. The solvent is O1CCOCC1 (1,4-dioxan), CCOC(=O)C (EtOAc). Yields the product FC1=CC=C(CC2CCN(CC2)CC=2SC(=CN2)C2=CC3=C(NC(S3)=O)C=C2)C=C1 (6-{2-[4-(4-fluorobenzyl)piperidin-1-ylmethyl]thiazol-5-yl}-3H-benzothiazol-2-one). Yield: 18.0%. As a reaction SMILES: [F:1][C:2]1[CH:31]=[CH:30][C:5]([CH2:6][CH:7]2[CH2:12][CH2:11][N:10]([CH2:13][C:14]([NH:16][CH2:17][C:18](=O)[C:19]3[CH:28]=[CH:27][C:22]4[NH:23][C:24](=[O:26])[S:25][C:21]=4[CH:20]=3)=O)[CH2:9][CH2:8]2)=[CH:4][CH:3]=1.COC1C=CC(P2(=S)SP(=S)(C3C=CC(OC)=CC=3)[S:41]2)=CC=1>O1CCOCC1.CCOC(C)=O>[F:1][C:2]1[CH:31]=[CH:30][C:5]([CH2:6][CH:7]2[CH2:12][CH2:11][N:10]([CH2:13][C:14]3[S:41][C:18]([C:19]4[CH:28]=[CH:27][C:22]5[NH:23][C:24](=[O:26])[S:25][C:21]=5[CH:20]=4)=[CH:17][N:16]=3)[CH2:9][CH2:8]2)=[CH:4][CH:3]=1. Procedure details: To a stirred solution of 2-[4-(4-fluorobenzyl)piperidin-1-yl]-N-[2-oxo-2-(2-oxo-2,3-dihydrobenzothiazol-6-yl)ethyl]acetamide (0.50 g, 1.13 mmol) in 1,4-dioxan (30 mL) was added [2,4-bis(4-methoxyphenyl)-1,3-dithia-2,4-diphosphetane-2,4-disulfide] (Lawesson's reagent) (0.69 g, 1.70 mmol). The resulting suspension was heated at reflux for 24 hours. The reaction mixture was condensed to dryness in vacuo, redissolved in EtOAc, and washed with saturated aqueous sodium hydrogen carbonate, and saturate... Reactants: BrC=1C=C2C3=C(C(=NC4=C(N3CC2)C=CC(=C4)C)N4CCN(CC4)C)C1 (4-bromo-6-(4-methyl-1-piperazinyl)-9-methyl-1,2-dihydrobenzo[b]pyrrolo[3,2,1-jk][1,4]benzodiazepine). The reagents and catalysts are [O-2].[O-2].[Mn+4] (manganese dioxide). The solvent is C(Cl)(Cl)Cl (chloroform). Yields the product BrC=1C=C2C3=C(C(=NC4=C(N3C=C2)C=CC(=C4)C)N4CCN(CC4)C)C1 (4Bromo-6-(4-methyl-1-piperazinyl)-9-methylbenzo[b]pyrrolo[3,2,1-jk][1,4]benzodiazepine). Isolated yield 42.7%. As a reaction SMILES: [Br:1][C:2]1[CH:3]=[C:4]2[CH2:13][CH2:12][N:11]3[C:5]2=[C:6]([CH:26]=1)[C:7]([N:19]1[CH2:24][CH2:23][N:22]([CH3:25])[CH2:21][CH2:20]1)=[N:8][C:9]1[CH:17]=[C:16]([CH3:18])[CH:15]=[CH:14][C:10]=13>C(Cl)(Cl)Cl.[O-2].[O-2].[Mn+4]>[Br:1][C:2]1[CH:3]=[C:4]2[CH:13]=[CH:12][N:11]3[C:5]2=[C:6]([CH:26]=1)[C:7]([N:19]1[CH2:24][CH2:23][N:22]([CH3:25])[CH2:21][CH2:20]1)=[N:8][C:9]1[CH:17]=[C:16]([CH3:18])[CH:15]=[CH:14][C:10]=13 |f:2.3.4|. Procedure: To a solution of 4-bromo-6-(4-methyl-1-piperazinyl)-9-methyl-1,2-dihydrobenzo[b]pyrrolo[3,2,1-jk][1,4]benzodiazepine (5.7 g, 13.8 mmoles) in chloroform (540 ml) was added manganese dioxide (25 gm), and the mixture was heated under reflux for 4 days. The mixture was filtered, and the filter cake washed with dichloromethane. The filtrate was concentrated under vacuum. The residue was purified on a silica gel column, eluted with 2% methanol/dichloromethane. The fractions (75-100 ml each) containing...